Dataset: the Open Reaction Database (ORD), a public repository of structured organic reaction records. Task: describe an organic reaction: reactants, conditions, products, and yield Starting materials: COC1=CC(=C(C(=O)N)C=C1)OCCC (4-methoxy-2-propoxybenzamide), F[B-](F)(F)F.C(C)[O+](CC)CC (triethyloxonium tetrafluoroborate). The solvent is ClCCl (dichloromethane). Run at time 60 hour. Yields the product F[B-](F)(F)F.COC1=CC(=C(C(OCC)=N)C=C1)OCCC (ethyl 4-methoxy-2-propoxybenzimidate tetrafluoroborate). As a reaction SMILES: [CH3:1][O:2][C:3]1[CH:11]=[CH:10][C:6]([C:7]([NH2:9])=[O:8])=[C:5]([O:12][CH2:13][CH2:14][CH3:15])[CH:4]=1.[F:16][B-:17]([F:20])([F:19])[F:18].[CH2:21]([O+](CC)CC)[CH3:22]>ClCCl>[F:16][B-:17]([F:20])([F:19])[F:18].[CH3:1][O:2][C:3]1[CH:11]=[CH:10][C:6]([C:7](=[NH:9])[O:8][CH2:21][CH3:22])=[C:5]([O:12][CH2:13][CH2:14][CH3:15])[CH:4]=1 |f:1.2,4.5|. Procedure: A mixture of 4-methoxy-2-propoxybenzamide (15 g) and triethyloxonium tetrafluoroborate (0.08 mol) in dichloromethane (180 ml) was stirred at ambient temperature for about 60 hours. The reaction mixture was evaporated under reduced pressure and the residue was washed with diethyl ether to yield crude ethyl 4-methoxy-2-propoxybenzimidate tetrafluoroborate, 20.52 g which was used without further purification. Starting materials: CNCCC=O, O=C=Nc1nnc(C(F)(F)F)s1, c1ccccc1. The product is CN(CCC=O)C(=O)Nc1nnc(C(F)(F)F)s1. RXN SMILES: [CH3:13][NH:14][CH2:15][CH2:16][CH:17]=[O:18].[F:1][C:2]([F:3])([F:4])[c:5]1[n:6][n:7][c:8]([N:10]=[C:11]=[O:12])[s:9]1.[cH:19]1[cH:20][cH:21][cH:22][cH:23][cH:24]1>>[F:1][C:2]([F:3])([F:4])[c:5]1[n:6][n:7][c:8]([NH:10][C:11](=[O:12])[N:14]([CH3:13])[CH2:15][CH2:16][CH:17]=[O:18])[s:9]1.